Dataset: the Open Reaction Database (ORD), a public repository of structured organic reaction records. Task: describe an organic reaction: reactants, conditions, products, and yield The reactants are O=C(Cl)Oc1ccc([N+](=O)[O-])cc1, ClCCl, CC(C)(C)OC(=O)N1CCCC(N)C1, c1ccncc1. Yields the product CC(C)(C)OC(=O)N1CCCC(NC(=O)Oc2ccc([N+](=O)[O-])cc2)C1. Reaction SMILES: [Cl:1][C:2](=[O:3])[O:4][c:5]1[cH:6][cH:7][c:8]([N+:11](=[O:12])[O-:13])[cH:9][cH:10]1.[Cl:34][CH2:35][Cl:36].[NH2:14][CH:15]1[CH2:16][N:17]([C:21](=[O:22])[O:23][C:24]([CH3:25])([CH3:26])[CH3:27])[CH2:18][CH2:19][CH2:20]1.[cH:28]1[cH:29][cH:30][n:31][cH:32][cH:33]1>>[C:2](=[O:3])([O:4][c:5]1[cH:6][cH:7][c:8]([N+:11](=[O:12])[O-:13])[cH:9][cH:10]1)[NH:14][CH:15]1[CH2:16][N:17]([C:21](=[O:22])[O:23][C:24]([CH3:25])([CH3:26])[CH3:27])[CH2:18][CH2:19][CH2:20]1.